Dataset: the Open Reaction Database (ORD), a public repository of structured organic reaction records. Task: describe an organic reaction: reactants, conditions, products, and yield The reactants are ClC1=C(C=C(C(=C1)Cl)O)N1N=C2N(CCCC2)C1=O (2-(2,4-dichloro-5-hydroxyphenyl)-5,6,7,8-tetrahydro-1,2,4-triazolo[4,3-A]pyridin-3(2H)-one), C(C)#N (acetonitrile), BrCCCl (1-bromo-2-chloroethane), C([O-])([O-])=O.[K+].[K+] (potassium carbonate). Solvent: O (water). Run at time 72 hour. The product is ClC1=C(C=C(C(=C1)Cl)OCCCl)N1N=C2N(CCCC2)C1=O (2-[2,4-dichloro-5-(2-chloroethoxy)phenyl]-5,6,7,8-tetrahydro-1,2,4-triazolo[4,3-A]pyridin-3(2H)-one). As a reaction SMILES: [Cl:1][C:2]1[CH:7]=[C:6]([Cl:8])[C:5]([OH:9])=[CH:4][C:3]=1[N:10]1[C:18](=[O:19])[N:13]2[CH2:14][CH2:15][CH2:16][CH2:17][C:12]2=[N:11]1.Br[CH2:21][CH2:22][Cl:23].C(=O)([O-])[O-].[K+].[K+].C(#N)C>O>[Cl:1][C:2]1[CH:7]=[C:6]([Cl:8])[C:5]([O:9][CH2:21][CH2:22][Cl:23])=[CH:4][C:3]=1[N:10]1[C:18](=[O:19])[N:13]2[CH2:14][CH2:15][CH2:16][CH2:17][C:12]2=[N:11]1 |f:2.3.4|. Procedure: 3.0 Parts of 2-(2,4-dichloro-5-hydroxyphenyl)-5,6,7,8-tetrahydro-1,2,4-triazolo[4,3-A]pyridin-3(2H)-one prepared as described above in Example 3, 1.4 parts of 1-bromo-2-chloroethane, 1.5 parts of anhydrous potassium carbonate and 20 parts of dry acetonitrile were combined and refluxed for 6 hours followed by stirring for 72 hours at room temperature. The reaction mixture was poured into 200 parts of water. The aqueous suspension of the product was extracted three times with 200 parts of methylen...